Dataset: the Open Reaction Database (ORD), a public repository of structured organic reaction records. Task: describe an organic reaction: reactants, conditions, products, and yield The reactants are BrCc1ccccc1, CS(C)=O, [K+], Nc1c2c(nc3sccc13)CCCC2=O, [OH-], O. The product is O=C1CCCc2nc3sccc3c(NCc3ccccc3)c21. Reaction SMILES: [Br:18][CH2:19][c:20]1[cH:21][cH:22][cH:23][cH:24][cH:25]1.[CH3:27][S:28]([CH3:29])=[O:30].[K+:17].[NH2:1][c:2]1[c:3]2[c:4]([n:5][c:6]3[c:11]1[C:10](=[O:12])[CH2:9][CH2:8][CH2:7]3)[s:13][cH:14][cH:15]2.[OH-:16].[OH2:26]>>[NH:1]([c:2]1[c:3]2[c:4]([n:5][c:6]3[c:11]1[C:10](=[O:12])[CH2:9][CH2:8][CH2:7]3)[s:13][cH:14][cH:15]2)[CH2:19][c:20]1[cH:21][cH:22][cH:23][cH:24][cH:25]1. Reactants: ClC=1N=C(C2=C(N1)C(=C(S2)C=2C=C(C(=O)NCCO)C=CC2)C)N2CCOCC2 (3-(2-chloro-7-methyl-4-morpholinothieno[3,2-d]pyrimidin-6-yl)-N-(2-hydroxyethyl)benzamide), N1C=CC2=CC(=CN=C12)B1OC(C)(C)C(C)(C)O1 (7-azaindole-5-boronic acid pinacol ester). Product: OCCNC(C1=CC(=CC=C1)C1=C(C=2N=C(N=C(C2S1)N1CCOCC1)C=1C=C2C(=NC1)NC=C2)C)=O (N-(2-hydroxyethyl)-3-(7-methyl-4-morpholino-2-(1H-pyrrolo[2,3-b]pyridin-5-yl)thieno[3,2-d]pyrimidin-6-yl)benzamide). Reaction SMILES: Cl[C:2]1[N:3]=[C:4]([N:24]2[CH2:29][CH2:28][O:27][CH2:26][CH2:25]2)[C:5]2[S:10][C:9]([C:11]3[CH:12]=[C:13]([CH:20]=[CH:21][CH:22]=3)[C:14]([NH:16][CH2:17][CH2:18][OH:19])=[O:15])=[C:8]([CH3:23])[C:6]=2[N:7]=1.[NH:30]1[C:38]2[C:33](=[CH:34][C:35](B3OC(C)(C)C(C)(C)O3)=[CH:36][N:37]=2)[CH:32]=[CH:31]1>>[OH:19][CH2:18][CH2:17][NH:16][C:14](=[O:15])[C:13]1[CH:20]=[CH:21][CH:22]=[C:11]([C:9]2[S:10][C:5]3[C:4]([N:24]4[CH2:29][CH2:28][O:27][CH2:26][CH2:25]4)=[N:3][C:2]([C:35]4[CH:34]=[C:33]5[CH:32]=[CH:31][NH:30][C:38]5=[N:37][CH:36]=4)=[N:7][C:6]=3[C:8]=2[CH3:23])[CH:12]=1. Reported procedure: 3-(2-Chloro-7-methyl-4-morpholinothieno[3,2-d]pyrimidin-6-yl)benzoic acid (60 mg) was reacted with ethanolamine via General Procedure B to yield 3-(2-chloro-7-methyl-4-morpholinothieno[3,2-d]pyrimidin-6-yl)-N-(2-hydroxyethyl)benzamide. Crude 3-(2-chloro-7-methyl-4-morpholinothieno[3,2-d]pyrimidin-6-yl)-N-(2-hydroxyethyl)benzamide (74 mg) was coupled to 7-azaindole-5-boronic acid pinacol ester via General Procedure A. The product was purified by reverse phase HPLC to yield 2.6 mg of 426. MS (Q1) ... The reactants are O=C1C(N=C(C2=C(N1)C=CC=C2)C2=CC=CC=C2)NC(OCC2=CC=CC=C2)=O (benzyl 2-oxo-5-phenyl-2,3-dihydro-1H-benzo[e][1,4]diazepin-3-ylcarbamate), S(=O)(=O)(O)[O-].[Na+] (sodium hydrogen sulphate), [H-].[Na+] (NaH), CI (methyl iodide). The solvent is CN(C)C=O (DMF), O (H2O). Conditions: temperature 0 celsius, time 1.5 hour. Yields the product CN1C(C(N=C(C2=C1C=CC=C2)C2=CC=CC=C2)NC(OCC2=CC=CC=C2)=O)=O (benzyl 1-methyl-2-oxo-5-phenyl-2,3-dihydro-1H-benzo[e][1,4]diazepin-3-ylcarbamate). Yield: 91.0%. RXN SMILES: [O:1]=[C:2]1[NH:8][C:7]2[CH:9]=[CH:10][CH:11]=[CH:12][C:6]=2[C:5]([C:13]2[CH:18]=[CH:17][CH:16]=[CH:15][CH:14]=2)=[N:4][CH:3]1[NH:19][C:20](=[O:29])[O:21][CH2:22][C:23]1[CH:28]=[CH:27][CH:26]=[CH:25][CH:24]=1.[H-].[Na+].[CH3:32]I.S([O-])(O)(=O)=O.[Na+]>CN(C=O)C.O>[CH3:32][N:8]1[C:7]2[CH:9]=[CH:10][CH:11]=[CH:12][C:6]=2[C:5]([C:13]2[CH:18]=[CH:17][CH:16]=[CH:15][CH:14]=2)=[N:4][CH:3]([NH:19][C:20](=[O:29])[O:21][CH2:22][C:23]2[CH:24]=[CH:25][CH:26]=[CH:27][CH:28]=2)[C:2]1=[O:1] |f:1.2,4.5|. Procedure details: To a solution of benzyl 2-oxo-5-phenyl-2,3-dihydro-1H-benzo[e][1,4]diazepin-3-ylcarbamate (13) (Sherril R. G.; Sugg, E. E. Improved Synthesis and Resolution of 3-Amino-1,3-dihydro-5-phenyl-2H-1,4-benzodiazepin-2-ones. J. Org. Chem. 1995, 60, 730-734) (1.00 g, 2.60 mmol) in anhydrous DMF (10 mL), kept at 0° C. under N2, NaH (60% dispersion in mineral oil, 0.10 g, 1 eq) was added in small portions. After 1.5 hr stirring at 0° C., methyl iodide (0.17 mL, 1.05 eq) was added at once; the mixture was ... The reactants are ClC(=O)OC1=CC=CC=C1 (Phenyl chloroformate), C[C@@H]1N(CCOC1)C1=NC(=NC(=C1)CS(=O)(=O)C1=C(C=CC=C1)C(F)(F)F)C1=CC=C(N)C=C1 (4-[4-[(3S)-3-methylmorpholin-4-yl]-6-[[2-(trifluoromethyl)phenyl]sulfonylmethyl]pyrimidin-2-yl]aniline), C(O)([O-])=O.[Na+] (sodium hydrogen carbonate). Yields the product C[C@@H]1N(CCOC1)C1=NC(=NC(=C1)CS(=O)(=O)C1=C(C=CC=C1)C(F)(F)F)C1=CC=C(C=C1)NC(OC1=CC=CC=C1)=O (Phenyl N-[4-[4-[(3S)-3-methylmorpholin-4-yl]-6-[[2-(trifluoromethyl)phenyl]sulfonylmethyl]pyrimidin-2-yl]phenyl]carbamate). RXN SMILES: Cl[C:2]([O:4][C:5]1[CH:10]=[CH:9][CH:8]=[CH:7][CH:6]=1)=[O:3].[CH3:11][C@H:12]1[CH2:17][O:16][CH2:15][CH2:14][N:13]1[C:18]1[CH:23]=[C:22]([CH2:24][S:25]([C:28]2[CH:33]=[CH:32][CH:31]=[CH:30][C:29]=2[C:34]([F:37])([F:36])[F:35])(=[O:27])=[O:26])[N:21]=[C:20]([C:38]2[CH:44]=[CH:43][C:41]([NH2:42])=[CH:40][CH:39]=2)[N:19]=1.C(=O)([O-])O.[Na+]>O1CCOCC1.C(OCC)(=O)C>[CH3:11][C@H:12]1[CH2:17][O:16][CH2:15][CH2:14][N:13]1[C:18]1[CH:23]=[C:22]([CH2:24][S:25]([C:28]2[CH:33]=[CH:32][CH:31]=[CH:30][C:29]=2[C:34]([F:35])([F:36])[F:37])(=[O:27])=[O:26])[N:21]=[C:20]([C:38]2[CH:39]=[CH:40][C:41]([NH:42][C:2](=[O:3])[O:4][C:5]3[CH:10]=[CH:9][CH:8]=[CH:7][CH:6]=3)=[CH:43][CH:44]=2)[N:19]=1 |f:2.3|. Isolated yield 97.7%. The solvent is O1CCOCC1 (dioxane), C(C)(=O)OCC (ethyl acetate). Run at time 2 hour. Reported procedure: Phenyl chloroformate (0.535 mL, 4.26 mmol) was added to 4-[4-[(3S)-3-methylmorpholin-4-yl]-6-[[2-(trifluoromethyl)phenyl]sulfonylmethyl]pyrimidin-2-yl]aniline (1.4 g, 2.84 mmol) and sodium hydrogen carbonate (0.358 g, 4.26 mmol) in dioxane (20 mL) at 5° C. under nitrogen. The resulting mixture was stirred at RT for 2 hours then the reaction mixture diluted with ethyl acetate (200 mL), and washed with water (125 mL). The organic layer was dried (MgSO4), filtered and evaporated to afford crude pro... Starting materials: CN1C(N(C(C=C1C(F)(F)F)=O)C=1C=CC2=C(C(=NS2)CC(=O)OC)C1)=O (methyl 5-[3,6-dihydro-3-methyl-2,6-dioxo-4-(trifluoromethyl)-1(2H)-pyrimidinyl]-1,2-benzisothiazole-3-acetate), CN(C=O)C (N,N-dimethylformamide), C(C)I (ethyl iodide), [H-].[Na+] (sodium hydride). Solvent: C(Cl)Cl (methylene chloride). Conditions: time 5 day. Yields the product CN1C(N(C(C=C1C(F)(F)F)=O)C=1C=CC2=C(C(=NS2)C(C(=O)OC)CC)C1)=O (Methyl 5-[3,6-dihydro-3-methyl-2,6-dioxo-4-(trifluoromethyl)-1(2H)-pyrimidinyl]-α-ethyl-1,2-benzisothiazole-3-acetate). The yield is 60.8%. Reaction SMILES: [CH3:1][N:2]1[C:7]([C:8]([F:11])([F:10])[F:9])=[CH:6][C:5](=[O:12])[N:4]([C:13]2[CH:14]=[CH:15][C:16]3[S:20][N:19]=[C:18]([CH2:21][C:22]([O:24][CH3:25])=[O:23])[C:17]=3[CH:26]=2)[C:3]1=[O:27].CN(C)C=O.[CH2:33](I)[CH3:34].[H-].[Na+]>C(Cl)Cl>[CH3:1][N:2]1[C:7]([C:8]([F:10])([F:11])[F:9])=[CH:6][C:5](=[O:12])[N:4]([C:13]2[CH:14]=[CH:15][C:16]3[S:20][N:19]=[C:18]([CH:21]([CH2:33][CH3:34])[C:22]([O:24][CH3:25])=[O:23])[C:17]=3[CH:26]=2)[C:3]1=[O:27] |f:3.4|. Procedure details: To a mixture of methyl 5-[3,6-dihydro-3-methyl-2,6-dioxo-4-(trifluoromethyl)-1(2H)-pyrimidinyl]-1,2-benzisothiazole-3-acetate (0.400 g, 0.00100 mol), N,N-dimethylformamide and ethyl iodide (0.980 g, 0.00628 mol) is added sodium hydride (60%, 0.0900 g, 0.00225 mol) in portions. The mixture is stirred 5 days at room temperature, diluted with methylene chloride, washed sequentially with 8% hydrochloric acid, water and brine, dried over anhydrous magnesium sulfate, filtered, and concentrated in vacu... Starting materials: CC(=O)OC1(C)C(COC(=O)c2ccccc2)OC(n2cnc3c(Cl)ncnc32)C1(C)F, C1COCCN1, CCO, O. Yields the product CC(=O)OC1(C)C(COC(=O)c2ccccc2)OC(n2cnc3c(N4CCOCC4)ncnc32)C1(C)F. As a reaction SMILES: [C:1]([c:2]1[cH:3][cH:4][cH:5][cH:6][cH:7]1)(=[O:8])[O:9][CH2:10][CH:11]1[O:12][CH:13]([n:23]2[c:24]3[n:25][cH:26][n:27][c:28]([Cl:32])[c:29]3[n:30][cH:31]2)[C:14]([CH3:21])([F:22])[C:15]1([CH3:16])[O:17][C:18]([CH3:19])=[O:20].[CH2:33]1[CH2:34][O:35][CH2:36][CH2:37][NH:38]1.[CH3:40][CH2:41][OH:42].[OH2:39]>>[C:1]([c:2]1[cH:3][cH:4][cH:5][cH:6][cH:7]1)(=[O:8])[O:9][CH2:10][CH:11]1[O:12][CH:13]([n:23]2[c:24]3[n:25][cH:26][n:27][c:28]([N:38]4[CH2:33][CH2:34][O:35][CH2:36][CH2:37]4)[c:29]3[n:30][cH:31]2)[C:14]([CH3:21])([F:22])[C:15]1([CH3:16])[O:17][C:18]([CH3:19])=[O:20].